From a dataset of the Open Reaction Database (ORD), a public repository of structured organic reaction records. describe an organic reaction: reactants, conditions, products, and yield Reactants: COc1cc2nc(N3CCC(Nc4ccc(C(=O)OC(C)(C)C)cc4[N+](=O)[O-])CC3)nc(N)c2cc1OC, O=C(O)C(F)(F)F. Yields the product COc1cc2nc(N3CCC(Nc4ccc(C(=O)O)cc4[N+](=O)[O-])CC3)nc(N)c2cc1OC. Reaction SMILES: [C:1]([CH3:2])([CH3:3])([CH3:4])[O:5][C:6]([c:7]1[cH:8][c:9]([N+:35](=[O:36])[O-:37])[c:10]([NH:13][CH:14]2[CH2:15][CH2:16][N:17]([c:20]3[n:21][c:22]4[cH:23][c:24]([O:33][CH3:34])[c:25]([O:31][CH3:32])[cH:26][c:27]4[c:28]([NH2:30])[n:29]3)[CH2:18][CH2:19]2)[cH:11][cH:12]1)=[O:38].[F:39][C:40]([F:41])([F:42])[C:43]([OH:44])=[O:45]>>[O:5]=[C:6]([c:7]1[cH:8][c:9]([N+:35](=[O:36])[O-:37])[c:10]([NH:13][CH:14]2[CH2:15][CH2:16][N:17]([c:20]3[n:21][c:22]4[cH:23][c:24]([O:33][CH3:34])[c:25]([O:31][CH3:32])[cH:26][c:27]4[c:28]([NH2:30])[n:29]3)[CH2:18][CH2:19]2)[cH:11][cH:12]1)[OH:38]. Starting materials: BrCC(F)F (2-bromo-1,1-difluoroethane), ClC=1C=C(C=CC1C(C(C(F)(F)F)(C1=NC=C(N=C1)C)O)C)O (3-Chloro-4-[3,3,3-trifluoro-2-hydroxy-1-methyl-2-(5-methyl-pyrazin-2-yl)-propyl]-phenol). Yields the product ClC1=C(C=CC(=C1)OCC(F)F)C(C(C(F)(F)F)(O)C1=NC=C(N=C1)C)C (3-[2-Chloro-4-(2,2-difluoro-ethoxy)-phenyl]-1,1,1-trifluoro-2-(5-methyl-pyrazin-2-yl)-butan-2-ol). As a reaction SMILES: Br[CH2:2][CH:3]([F:5])[F:4].[Cl:6][C:7]1[CH:8]=[C:9]([OH:28])[CH:10]=[CH:11][C:12]=1[CH:13]([CH3:27])[C:14]([OH:26])([C:19]1[CH:24]=[N:23][C:22]([CH3:25])=[CH:21][N:20]=1)[C:15]([F:18])([F:17])[F:16]>>[Cl:6][C:7]1[CH:8]=[C:9]([O:28][CH2:2][CH:3]([F:5])[F:4])[CH:10]=[CH:11][C:12]=1[CH:13]([CH3:27])[C:14]([C:19]1[CH:24]=[N:23][C:22]([CH3:25])=[CH:21][N:20]=1)([OH:26])[C:15]([F:16])([F:18])[F:17]. Procedure: The title compound was prepared in analogy to Example 74 from 2-bromo-1,1-difluoroethane and 3-chloro-4-[3,3,3-trifluoro-2-hydroxy-1-methyl-2-(5-methyl-pyrazin-2-yl)-propyl]-phenol (Example 72). MS (m/e)=411.0 (MH+). Yields the product COc1nc(N)nc2oc(C)cc12. As a reaction SMILES: [CH3:1][OH:2].[CH3:3][O-:4].[Cl:6][c:7]1[c:8]2[c:9]([n:10][c:11]([NH2:13])[n:12]1)[o:14][c:15]([CH3:17])[cH:16]2.[Na+:5].[OH:18][C:19]([C:20]([F:21])([F:22])[F:23])=[O:24]>>[CH3:1][O:2][c:7]1[c:8]2[c:9]([n:10][c:11]([NH2:13])[n:12]1)[o:14][c:15]([CH3:17])[cH:16]2. Reactants: CO, C[O-], Cc1cc2c(Cl)nc(N)nc2o1, [Na+], O=C(O)C(F)(F)F. Reactants: ClC1=C(C=CC=C1Cl)N1CCN(CCC1)CCCCOC1=CC=C2CCC(NC2=C1)=O (7-(4-(4-(2,3-dichlorophenyl)-1,4-diazepan-1-yl)butoxy)-3,4-dihydroquinolin-2(1H)-one), C(=O)([O-])[O-].[K+].[K+] (K2CO3), BrCCCOC1=CC=C2C=CC(NC2=C1)=O (7-(3-bromopropoxy)quinolin-2(1H)-one), [Na+].[I-] (NaI). Run in CC#N (CH3CN), O (water). Conditions: time 8 hour. Yields the product ClC1=C(C=CC=C1Cl)N1CCN(CCC1)CCCOC1=CC=C2C=CC(NC2=C1)=O (7-(3-(4-(2,3-dichlorophenyl)-1,4-diazepan-1-yl)propoxy)quinolin-2(1H)-one). Isolated yield 39.3%. Reaction SMILES: Br[CH2:2][CH2:3][CH2:4][O:5][C:6]1[CH:15]=[C:14]2[C:9]([CH:10]=[CH:11][C:12](=[O:16])[NH:13]2)=[CH:8][CH:7]=1.[Na+].[I-].[Cl:19][C:20]1[C:25]([Cl:26])=[CH:24][CH:23]=[CH:22][C:21]=1[N:27]1[CH2:33][CH2:32][CH2:31][N:30](CCCCOC2C=C3C(CCC(=O)N3)=CC=2)[CH2:29][CH2:28]1.C([O-])([O-])=O.[K+].[K+]>CC#N.O>[Cl:19][C:20]1[C:25]([Cl:26])=[CH:24][CH:23]=[CH:22][C:21]=1[N:27]1[CH2:33][CH2:32][CH2:31][N:30]([CH2:2][CH2:3][CH2:4][O:5][C:6]2[CH:15]=[C:14]3[C:9]([CH:10]=[CH:11][C:12](=[O:16])[NH:13]3)=[CH:8][CH:7]=2)[CH2:29][CH2:28]1 |f:1.2,4.5.6|. Reported procedure: A mixture of intermediate 32 (217 mg, 0.77 mmol) and NaI (231 mg, 1.54 mmol) in CH3CN was heated to reflux for 30 min and then cooled to rt. Intermediate 2 (217 mg, 0.77 mmol) and anhydrous K2CO3 (425 mg, 3.08 mmol) were added to the mixture. The resulting mixture was heated to reflux and stirred overnight. The reaction solution was diluted with water and extracted with EtOAc. The combined EtOAc layers were washed with brine, dried over anhydrous Na2SO4, concentrated in vacuo and purified by fla... The reactants are COc1ccc(CSCC(COC(=O)C(C)(C)C)NC(=O)OC(C)(C)C)cc1, ClCCl, Cl, C1COCCO1. RXN SMILES: [C:1]([O:2][C:3](=[O:4])[NH:8][CH:9]([CH2:10][O:11][C:12]([C:13]([CH3:14])([CH3:15])[CH3:16])=[O:17])[CH2:18][S:19][CH2:20][c:21]1[cH:22][cH:23][c:24]([O:27][CH3:28])[cH:25][cH:26]1)([CH3:5])([CH3:6])[CH3:7].[Cl:36][CH2:37][Cl:38].[ClH:35].[O:29]1[CH2:30][CH2:31][O:32][CH2:33][CH2:34]1>>[NH2:8][CH:9]([CH2:10][O:11][C:12]([C:13]([CH3:14])([CH3:15])[CH3:16])=[O:17])[CH2:18][S:19][CH2:20][c:21]1[cH:22][cH:23][c:24]([O:27][CH3:28])[cH:25][cH:26]1. The product is COc1ccc(CSCC(N)COC(=O)C(C)(C)C)cc1. Reactants: CC=1C=C(C=C(C1)C)O (3,5-dimethylphenol), CC1CN1 (propyleneimine). The solvent is CCOCC (ether), C1(=CC=CC=C1)C (toluene). Yields the product CC=1C=C(OCC(C)N)C=C(C1)C (1-(3,5-dimethylphenoxy)-2-propylamine). Isolated yield 69107.1%. RXN SMILES: [CH3:1][C:2]1[CH:3]=[C:4]([OH:9])[CH:5]=[C:6]([CH3:8])[CH:7]=1.[CH3:10][CH:11]1[NH:13][CH2:12]1>C1(C)C=CC=CC=1.CCOCC>[CH3:1][C:2]1[CH:3]=[C:4]([CH:5]=[C:6]([CH3:8])[CH:7]=1)[O:9][CH2:10][CH:11]([NH2:13])[CH3:12]. Reported procedure: 24.4 Grams (0.20 mol) of 3,5-dimethylphenol and 3.8 g (0.067 mmol) of propyleneimine in 20 ml of toluene were allowed to react in an autoclave at 10 kg/cm2G at 200° C. for 1 hour. The reaction product was dispersed in 50 ml of ether, and then subjected to extraction with 50 ml of 5% hydrochloric acid three times. The water layer of the product was neutralized with sodium hydroxide, and the product was subjected to extraction with 50 ml of ether three times. The ether layer was washed and dried. ... The reactants are CSc1nc(O)c(Br)c(=O)n1C(C)C, O=C([O-])[O-], CN(C)C=O, Clc1ccc(CBr)cc1, [K+], [K+]. The product is CSc1nc(OCc2ccc(Cl)cc2)c(Br)c(=O)n1C(C)C. Reaction SMILES: [Br:1][c:2]1[c:3](=[O:14])[n:4]([CH:11]([CH3:12])[CH3:13])[c:5]([S:9][CH3:10])[n:6][c:7]1[OH:8].[C:24](=[O:25])([O-:26])[O-:27].[CH3:30][N:31]([CH3:32])[CH:33]=[O:34].[Cl:15][c:16]1[cH:17][cH:18][c:19]([CH2:20][Br:21])[cH:22][cH:23]1.[K+:28].[K+:29]>>[Br:1][c:2]1[c:3](=[O:14])[n:4]([CH:11]([CH3:12])[CH3:13])[c:5]([S:9][CH3:10])[n:6][c:7]1[O:8][CH2:20][c:19]1[cH:18][cH:17][c:16]([Cl:15])[cH:23][cH:22]1. Starting materials: ClC1=C(N)C(=CC=C1)Cl (2,6-dichloroaniline), CN(C(CC1=C(C=CC=C1)Br)=O)C (N,N-dimethyl-o-bromophenylacetamide), C([O-])([O-])=O.[K+].[K+] (potassium carbonate), cuprous iodide, [I-].[Na+] (sodium iodide). Reagents/catalysts: [Cu] (copper). Solvent: O (water), C=1(C(=CC=CC1)C)C (xylene). The product is CN(C(CC1=C(C=CC=C1)NC1=C(C=CC=C1Cl)Cl)=O)C (N,N-dimethyl-o-(2,6-dichloroanilino)phenylacetamide). RXN SMILES: [Cl:1][C:2]1[CH:8]=[CH:7][CH:6]=[C:5]([Cl:9])[C:3]=1[NH2:4].[CH3:10][N:11]([CH3:22])[C:12](=[O:21])[CH2:13][C:14]1[CH:19]=[CH:18][CH:17]=[CH:16][C:15]=1Br.C(=O)([O-])[O-].[K+].[K+].[I-].[Na+]>C1(C)C(C)=CC=CC=1.[Cu].O>[CH3:22][N:11]([CH3:10])[C:12](=[O:21])[CH2:13][C:14]1[CH:15]=[CH:16][CH:17]=[CH:18][C:19]=1[NH:4][C:3]1[C:2]([Cl:1])=[CH:8][CH:7]=[CH:6][C:5]=1[Cl:9] |f:2.3.4,5.6|. Reported procedure: In 80 ml of xylene (having a boiling point of 138° to 141° C.), 8.5 g (0.0525 mole) of 2,6-dichloroaniline was refluxed together with 5.2 g (0.0215 mole) of N,N-dimethyl-o-bromophenylacetamide, 5.0 g (0.0357 mole) of potassium carbonate, 1.0 g of copper powder, 1.0 g of cuprous iodide and 2.0 g of sodium iodide for 48 hours under agitation, while water formed by the reaction was being separated. After completion of the reaction, the reaction mixture was treated with active carbon while it was st...